Dataset: the Open Reaction Database (ORD), a public repository of structured organic reaction records. Task: describe an organic reaction: reactants, conditions, products, and yield Reactants: CC1=C(C2=C(S1)C=C1C=CC=CC1=C2C2=CC(=C(OS(=O)(=O)C1=C(C(=CS1)C(=O)O)OC)C(=C2)CC)CC)C (5-[4-(2,3-dimethyl-naphtho[2,3-b]thiophen-4-yl)-2,6-diethyl-phenoxysulfonyl]-4-methoxy-thiophene-3-carboxylic acid), B(Br)(Br)Br.C(Cl)Cl (boron tribromide CH2Cl2), C(=O)=O.CC(=O)C (dry ice acetone). Run in C(Cl)Cl (CH2Cl2). Reaction conditions: time 1.5 hour. Product: CC1=C(C2=C(S1)C=C1C=CC=CC1=C2C2=CC(=C(OS(=O)(=O)C1=C(C(=CS1)C(=O)O)O)C(=C2)CC)CC)C (5-[4-(2,3-Dimethyl-naphtho[2,3-b]thiophen-4-yl)-2,6-diethyl-phenoxysulfonyl]-4-hydroxy-thiophene-3-carboxylic acid). Isolated yield 82.2%. RXN SMILES: [CH3:1][C:2]1[S:6][C:5]2[CH:7]=[C:8]3[C:13](=[C:14]([C:15]4[CH:34]=[C:33]([CH2:35][CH3:36])[C:18]([O:19][S:20]([C:23]5[S:27][CH:26]=[C:25]([C:28]([OH:30])=[O:29])[C:24]=5[O:31]C)(=[O:22])=[O:21])=[C:17]([CH2:37][CH3:38])[CH:16]=4)[C:4]=2[C:3]=1[CH3:39])[CH:12]=[CH:11][CH:10]=[CH:9]3.B(Br)(Br)Br.C(Cl)Cl.C(=O)=O.CC(C)=O>C(Cl)Cl>[CH3:1][C:2]1[S:6][C:5]2[CH:7]=[C:8]3[C:13](=[C:14]([C:15]4[CH:16]=[C:17]([CH2:37][CH3:38])[C:18]([O:19][S:20]([C:23]5[S:27][CH:26]=[C:25]([C:28]([OH:30])=[O:29])[C:24]=5[OH:31])(=[O:21])=[O:22])=[C:33]([CH2:35][CH3:36])[CH:34]=4)[C:4]=2[C:3]=1[CH3:39])[CH:12]=[CH:11][CH:10]=[CH:9]3 |f:1.2,3.4|. Reported procedure: At -78° C., to a stirred solution of 5-[4-(2,3-dimethyl-naphtho[2,3-b]thiophen-4-yl)-2,6-diethyl-phenoxysulfonyl]-4-methoxy-thiophene-3-carboxylic acid (0.374 g, 0.644 mmol) in CH2Cl2 (3.74 mL) was added 1M boron tribromide/CH2Cl2 (2.00 mL). After the addition was complete, the dry ice/acetone bath was replaced with an ice water bath and the reaction was stirred for 1.5 h. The reaction was carefully quenched into crushed ice, diluted with H2O and extracted with EtOAc. The combined organic extrac... Starting materials: CC(C)(C)O, C1CCNCC1, Cc1ccc(S(=O)(=O)OCCCCCCN2C(=O)COCC2=O)cc1. Product: O=C1COCC(=O)N1CCCCCCN1CCCCC1. Reaction SMILES: [C:32]([OH:33])([CH3:34])([CH3:35])[CH3:36].[CH2:26]1[CH2:27][CH2:28][NH:29][CH2:30][CH2:31]1.[c:1]1([CH3:2])[cH:3][cH:4][c:5]([S:6]([O:7][CH2:11][CH2:12][CH2:13][CH2:14][CH2:15][CH2:16][N:17]2[C:18](=[O:24])[CH2:19][O:20][CH2:21][C:22]2=[O:23])(=[O:8])=[O:9])[cH:10][cH:25]1>>[CH2:11]([CH2:12][CH2:13][CH2:14][CH2:15][CH2:16][N:17]1[C:18](=[O:24])[CH2:19][O:20][CH2:21][C:22]1=[O:23])[N:29]1[CH2:28][CH2:27][CH2:26][CH2:31][CH2:30]1. Starting materials: C(CC)C1CCC(CC1)=O (4-propylcyclohexanone), Cl (hydrochloric acid), FC=1C=C(C=C(C1)F)Br (3,5-difluorobromobenzene), [Mg] (magnesium), resultant mixture. Reaction SMILES: [F:1][C:2]1[CH:3]=[C:4](Br)[CH:5]=[C:6]([F:8])[CH:7]=1.[Mg].[CH2:11]([CH:14]1[CH2:19][CH2:18][C:17](=[O:20])[CH2:16][CH2:15]1)[CH2:12][CH3:13].Cl>C1COCC1>[OH:20][C:17]1([C:4]2[CH:3]=[C:2]([F:1])[CH:7]=[C:6]([F:8])[CH:5]=2)[CH2:18][CH2:19][CH:14]([CH2:11][CH2:12][CH3:13])[CH2:15][CH2:16]1. Yields the product OC1(CCC(CC1)CCC)C1=CC(=CC(=C1)F)F (1-(1-hydroxy-4-propylcyclohexyl)-3,5-difluorobenzene). Isolated yield 132.1%. Conditions: temperature 40 celsius, time 1 hour. Reported procedure: In a nitrogen atmosphere, a solution prepared by dissolving 75.85 g of 3,5-difluorobromobenzene in 150 mL of THF was added at a rate that caused gentle reflux to a solution prepared by suspending 10.03 g of magnesium in 50 mL of THF, followed by stirring at 40° C. for 1 hour. After the resultant mixture was allowed to cool to room temperature, a solution prepared by dissolving 60.62 g of 4-propylcyclohexanone in 120 mL of THF was added to the mixture at such a rate that the inside temperature di... The solvent is C1CCOC1 (THF), C1CCOC1 (THF), C1CCOC1 (THF). The reactants are NC1CCN(CC1)C(=O)OC(C)(C)C (t-butyl 4-amino-piperidinecarboxylate), C(C(=O)C)=O (pyruvaldehyde), C1(=CC=C(C=C1)S(=O)(=O)C(C1=CC=C(C=C1)F)[N+]#[C-])C (α-(p-toluenesulfonyl)-4-fluoro-benzylisonitrile), C(=O)([O-])[O-].[K+].[K+] (K2CO3). Run in O (water), CCOCC (Et2O), CCOCC (Et2O), CCOC(=O)C (EtOAc). Conditions: time 1.75 hour. The product is C(C)(C)(C)OC(=O)N1CCC(CC1)N1C=NC(=C1C(C)=O)C1=CC=C(C=C1)F (1-(1-t-Butoxycarbonyl-4-piperidinyl)-4-(4-fluorophenyl)-5-acetylimidazole). The yield is 27.2%. As a reaction SMILES: [NH2:1][CH:2]1[CH2:7][CH2:6][N:5]([C:8]([O:10][C:11]([CH3:14])([CH3:13])[CH3:12])=[O:9])[CH2:4][CH2:3]1.[CH:15](=O)[C:16]([CH3:18])=[O:17].C1(C)C=CC(S([CH:29]([N+:37]#[C-:38])[C:30]2[CH:35]=[CH:34][C:33]([F:36])=[CH:32][CH:31]=2)(=O)=O)=CC=1.C([O-])([O-])=O.[K+].[K+]>CCOCC.CCOC(C)=O.O>[C:11]([O:10][C:8]([N:5]1[CH2:4][CH2:3][CH:2]([N:1]2[C:15]([C:16](=[O:17])[CH3:18])=[C:29]([C:30]3[CH:31]=[CH:32][C:33]([F:36])=[CH:34][CH:35]=3)[N:37]=[CH:38]2)[CH2:7][CH2:6]1)=[O:9])([CH3:14])([CH3:13])[CH3:12] |f:3.4.5|. Procedure details: To a solution of t-butyl 4-amino-piperidinecarboxylate (0.95 g, 4.75 mmol) in 40 mL of Et2O was added pyruvaldehyde (40% w/w solution in water, 0.94 mL, 1.11 g, 6.17 mmol) at room temperature. After 1.75 h, the solution was poured into a separatory funnel, diluted with 30 mL of Et2O and 10 mL of EtOAc, and washed with 2×10 mL of water. The organics were concentrated in vacuo and the residue was diluted in 10 mL of DMF and α-(p-toluenesulfonyl)-4-fluoro-benzylisonitrile (1.37 g, 4.75 mmol) and K2... The reactants are O=CC(=O)O, COc1ccc(C=CC(C)=O)c(OC)c1OC, CC(=O)O, O, O. Product: COc1ccc(C=CC(=O)C=CC(=O)O)c(OC)c1OC. RXN SMILES: [C:19]([CH:20]=[O:21])(=[O:22])[OH:23].[CH3:1][O:2][c:3]1[c:4]([CH:13]=[CH:14][C:15]([CH3:16])=[O:17])[cH:5][cH:6][c:7]([O:11][CH3:12])[c:8]1[O:9][CH3:10].[CH3:24][C:25](=[O:26])[OH:27].[OH2:18].[OH2:28]>>[CH3:1][O:2][c:3]1[c:4]([CH:13]=[CH:14][C:15]([CH:16]=[CH:20][C:19](=[O:22])[OH:23])=[O:17])[cH:5][cH:6][c:7]([O:11][CH3:12])[c:8]1[O:9][CH3:10].